The task is: describe an organic reaction: reactants, conditions, products, and yield. This data is from the Open Reaction Database (ORD), a public repository of structured organic reaction records. Reactants: COCCOC, CO, [H][H], CC(C)(C)OC(=O)n1ncc2cc(Nc3nc(-c4cccc([N+](=O)[O-])c4)nc4ccccc34)ccc21. Yields the product CC(C)(C)OC(=O)n1ncc2cc(Nc3nc(-c4cccc(N)c4)nc4ccccc34)ccc21. As a reaction SMILES: [CH3:39][O:40][CH2:41][CH2:42][O:43][CH3:44].[CH3:45][OH:46].[H:37][H:38].[N+:1]([O-:2])(=[O:3])[c:4]1[cH:5][c:6](-[c:10]2[n:11][c:12]3[cH:13][cH:14][cH:15][cH:16][c:17]3[c:18]([NH:20][c:21]3[cH:22][c:23]4[cH:24][n:25][n:26]([C:30](=[O:31])[O:32][C:33]([CH3:34])([CH3:35])[CH3:36])[c:27]4[cH:28][cH:29]3)[n:19]2)[cH:7][cH:8][cH:9]1>>[NH2:1][c:4]1[cH:5][c:6](-[c:10]2[n:11][c:12]3[cH:13][cH:14][cH:15][cH:16][c:17]3[c:18]([NH:20][c:21]3[cH:22][c:23]4[cH:24][n:25][n:26]([C:30](=[O:31])[O:32][C:33]([CH3:34])([CH3:35])[CH3:36])[c:27]4[cH:28][cH:29]3)[n:19]2)[cH:7][cH:8][cH:9]1.